From a dataset of the Open Reaction Database (ORD), a public repository of structured organic reaction records. describe an organic reaction: reactants, conditions, products, and yield Starting materials: F[B-](F)(F)F, CCN(C(C)C)C(C)C, COc1ccc(-c2nocc2C(=O)O)cc1Cl, c1cncc(C2CCNC2)c1, CN(C)C=O, CN(C)C(On1nnc2ccccc21)=[N+](C)C. Product: COc1ccc(-c2nocc2C(=O)N2CCC(c3cccnc3)C2)cc1Cl. Reaction SMILES: [B-:27]([F:28])([F:29])([F:30])[F:31].[CH2:18]([N:19]([CH:20]([CH3:21])[CH3:22])[CH:23]([CH3:24])[CH3:25])[CH3:26].[Cl:1][c:2]1[cH:3][c:4](-[c:10]2[n:11][o:12][cH:13][c:14]2[C:15](=[O:16])[OH:17])[cH:5][cH:6][c:7]1[O:8][CH3:9].[NH:49]1[CH2:50][CH:51]([c:54]2[cH:55][n:56][cH:57][cH:58][cH:59]2)[CH2:52][CH2:53]1.[O:60]=[CH:61][N:62]([CH3:63])[CH3:64].[n:32]1([O:33][C:34]([N:35]([CH3:36])[CH3:37])=[N+:38]([CH3:39])[CH3:40])[c:41]2[cH:42][cH:43][cH:44][cH:45][c:46]2[n:47][n:48]1>>[Cl:1][c:2]1[cH:3][c:4](-[c:10]2[n:11][o:12][cH:13][c:14]2[C:15](=[O:17])[N:49]2[CH2:50][CH:51]([c:54]3[cH:55][n:56][cH:57][cH:58][cH:59]3)[CH2:52][CH2:53]2)[cH:5][cH:6][c:7]1[O:8][CH3:9]. RXN SMILES: [C:1]([CH:5]1[CH2:10][CH2:9][CH:8]([N:11]([CH2:24][C:25]2[CH:33]=[CH:32][C:28]([C:29]([OH:31])=O)=[CH:27][CH:26]=2)[C:12]2[N:16]([CH2:17][CH2:18][OH:19])[C:15]3[CH:20]=[CH:21][CH:22]=[CH:23][C:14]=3[N:13]=2)[CH2:7][CH2:6]1)([CH3:4])([CH3:3])[CH3:2].O.[NH:35]1[C:39]([NH2:40])=[N:38][N:37]=[N:36]1.C1C=CC2N(O)N=NC=2C=1.C(Cl)CCl.CCN(C(C)C)C(C)C>CN(C=O)C>[C:1]([CH:5]1[CH2:6][CH2:7][CH:8]([N:11]([CH2:24][C:25]2[CH:26]=[CH:27][C:28]([C:29]([NH:40][C:39]3[NH:38][N:37]=[N:36][N:35]=3)=[O:31])=[CH:32][CH:33]=2)[C:12]2[N:16]([CH2:17][CH2:18][OH:19])[C:15]3[CH:20]=[CH:21][CH:22]=[CH:23][C:14]=3[N:13]=2)[CH2:9][CH2:10]1)([CH3:3])([CH3:4])[CH3:2] |f:1.2|. The solvent is CN(C)C=O (DMF). Reactants: C(C)(C)(C)C1CCC(CC1)N(C1=NC2=C(N1CCO)C=CC=C2)CC2=CC=C(C(=O)O)C=C2 (4-{[(4-tert-Butylcyclohexyl)(1-{2-hydroxyethyl}-1H-benzimidazol-2-yl)-amino]methyl}benzoic acid), O.N1N=NN=C1N (1H-tetraazol-5-amine monohydrate), C=1C=CC2=C(C1)N=NN2O (HOBt), C(CCl)Cl (EDC), CCN(C(C)C)C(C)C (DIEA). The product is C(C)(C)(C)C1CCC(CC1)N(C1=NC2=C(N1CCO)C=CC=C2)CC2=CC=C(C(=O)NC1=NN=NN1)C=C2 (4-({(4-tert-Butylcyclohexyl)[1-(2-hydroxyethyl)-1H-benzimidazol-2-yl]amino}-methyl)-N-(1H-tetraazol-5-yl)benzamide). Conditions: time 8 hour. Reported procedure: To a solution of the title compound of Example 10 Step B (0.04 mmol, 19 mg) 1H-tetraazol-5-amine monohydrate (0.13 mmol, 13 mg), HOBt (0.085 mmol, 13 mg) and EDC (0.17 mmol, 33 mg) in 0.5 mL of DMF was added DIEA (0.21 mmol, 36 μL). The reaction mixture was allowed to stand at ambient temperature overnight, then concentrated under reduced pressure. The residue was taken up in ca. 2:1 dioxane/H2O and acidified with TFA, then purified by reverse-phase chromatography (Condition B). The product was ...